Dataset: the Open Reaction Database (ORD), a public repository of structured organic reaction records. Task: describe an organic reaction: reactants, conditions, products, and yield The reactants are Cl, NOCCOc1ccc(CC2SC(=O)NC2=O)cc1, CC(=O)c1ccc(S(=O)(=O)c2ccccn2)cc1. Product: CC(=NOCCOc1ccc(CC2SC(=O)NC2=O)cc1)c1ccc(S(=O)(=O)c2ccccn2)cc1. RXN SMILES: [ClH:19].[NH2:20][O:21][CH2:22][CH2:23][O:24][c:25]1[cH:26][cH:27][c:28]([CH2:29][CH:30]2[C:31](=[O:36])[NH:32][C:33](=[O:35])[S:34]2)[cH:37][cH:38]1.[n:1]1[c:2]([S:7](=[O:8])(=[O:9])[c:10]2[cH:11][cH:12][c:13]([C:16]([CH3:17])=[O:18])[cH:14][cH:15]2)[cH:3][cH:4][cH:5][cH:6]1>>[n:1]1[c:2]([S:7](=[O:8])(=[O:9])[c:10]2[cH:11][cH:12][c:13]([C:16]([CH3:17])=[N:20][O:21][CH2:22][CH2:23][O:24][c:25]3[cH:26][cH:27][c:28]([CH2:29][CH:30]4[C:31](=[O:36])[NH:32][C:33](=[O:35])[S:34]4)[cH:37][cH:38]3)[cH:14][cH:15]2)[cH:3][cH:4][cH:5][cH:6]1. The reactants are CC(C)(C)[O-], Cc1ccccc1, Clc1cc(N2CCCC2)cc(Cl)n1, Nc1ccc(OC(F)(F)F)cc1, [K+], O, c1ccc(P(c2ccccc2)c2ccc3ccccc3c2-c2c(P(c3ccccc3)c3ccccc3)ccc3ccccc23)cc1. Product: FC(F)(F)Oc1ccc(Nc2cc(N3CCCC3)cc(Cl)n2)cc1. RXN SMILES: [CH3:14][C:15]([CH3:16])([O-:17])[CH3:18].[CH3:78][c:79]1[cH:80][cH:81][cH:82][cH:83][cH:84]1.[Cl:1][c:2]1[n:3][c:4]([Cl:13])[cH:5][c:6]([N:8]2[CH2:9][CH2:10][CH2:11][CH2:12]2)[cH:7]1.[F:66][C:67]([O:68][c:69]1[cH:70][cH:71][c:72]([NH2:75])[cH:73][cH:74]1)([F:76])[F:77].[K+:19].[OH2:85].[cH:20]1[cH:21][cH:22][c:23]([P:24]([c:25]2[cH:26][cH:27][c:28]3[c:29]([cH:30][cH:31][cH:32][cH:33]3)[c:34]2-[c:35]2[c:36]3[c:37]([cH:38][cH:39][cH:40][cH:41]3)[cH:42][cH:43][c:44]2[P:45]([c:46]2[cH:47][cH:48][cH:49][cH:50][cH:51]2)[c:52]2[cH:53][cH:54][cH:55][cH:56][cH:57]2)[c:58]2[cH:59][cH:60][cH:61][cH:62][cH:63]2)[cH:64][cH:65]1>>[c:2]1([NH:75][c:72]2[cH:71][cH:70][c:69]([O:68][C:67]([F:66])([F:76])[F:77])[cH:74][cH:73]2)[n:3][c:4]([Cl:13])[cH:5][c:6]([N:8]2[CH2:9][CH2:10][CH2:11][CH2:12]2)[cH:7]1. Starting materials: O=C(OO)c1cccc(Cl)c1, ClCCl, CSc1nc(N)nc(SC)c1C#N. Yields the product CSc1nc(N)nc(S(C)=O)c1C#N. Reaction SMILES: [Cl:14][c:15]1[cH:16][cH:17][cH:18][c:19]([C:20]([O:21][OH:23])=[O:22])[cH:24]1.[Cl:25][CH2:26][Cl:27].[NH2:1][c:2]1[n:3][c:4]([S:12][CH3:13])[c:5]([C:10]#[N:11])[c:6]([S:8][CH3:9])[n:7]1>>[NH2:1][c:2]1[n:3][c:4]([S:12]([CH3:13])=[O:22])[c:5]([C:10]#[N:11])[c:6]([S:8][CH3:9])[n:7]1. Reactants: C(C1=CC=CC=C1)N1N=CC(=C(C1=O)OC)Cl (2-benzyl-5-chloro-4-methoxypyridazin-3(2H)-one), C(=O)([O-])[O-].[Na+].[Na+] (Na2CO3), CC1=CC=C(C=C1)B(O)O (4-methylphenylboronic acid). Reagents/catalysts: C=1C=CC(=CC1)[P](C=2C=CC=CC2)(C=3C=CC=CC3)[Pd]([P](C=4C=CC=CC4)(C=5C=CC=CC5)C=6C=CC=CC6)([P](C=7C=CC=CC7)(C=8C=CC=CC8)C=9C=CC=CC9)[P](C=1C=CC=CC1)(C=1C=CC=CC1)C=1C=CC=CC1 ((Ph3P)4Pd). Solvent: C1(=CC=CC=C1)C (toluene). Reaction conditions: temperature 100 celsius. Product: C(C1=CC=CC=C1)N1N=CC(=C(C1=O)OC)C1=CC=C(C=C1)C (2-benzyl-4-methoxy-5-p-tolylpyridazin-3(2H)-one). Yield: 89.4%. As a reaction SMILES: [CH2:1]([N:8]1[C:13](=[O:14])[C:12]([O:15][CH3:16])=[C:11](Cl)[CH:10]=[N:9]1)[C:2]1[CH:7]=[CH:6][CH:5]=[CH:4][CH:3]=1.[CH3:18][C:19]1[CH:24]=[CH:23][C:22](B(O)O)=[CH:21][CH:20]=1.C([O-])([O-])=O.[Na+].[Na+]>C1(C)C=CC=CC=1.C1C=CC([P]([Pd]([P](C2C=CC=CC=2)(C2C=CC=CC=2)C2C=CC=CC=2)([P](C2C=CC=CC=2)(C2C=CC=CC=2)C2C=CC=CC=2)[P](C2C=CC=CC=2)(C2C=CC=CC=2)C2C=CC=CC=2)(C2C=CC=CC=2)C2C=CC=CC=2)=CC=1>[CH2:1]([N:8]1[C:13](=[O:14])[C:12]([O:15][CH3:16])=[C:11]([C:22]2[CH:23]=[CH:24][C:19]([CH3:18])=[CH:20][CH:21]=2)[CH:10]=[N:9]1)[C:2]1[CH:7]=[CH:6][CH:5]=[CH:4][CH:3]=1 |f:2.3.4,^1:44,46,65,84|. Reported procedure: To a solution of 2-benzyl-5-chloro-4-methoxypyridazin-3(2H)-one (20 g, 80 mmol), prepared as described in Example 361B, and 4-methylphenylboronic acid (13 g, 96 mmol) in toluene (300 mL) at RT under argon was added (Ph3P)4Pd (1.85 g, 1.8 mmol) and 2 M aqueous Na2CO3 solution (160 mL, 320 mmol). The resulting suspension was heated at 100° C. for 5 h with stirring. HPLC/MS indicated complete reaction. After cooling the reaction mixture to room temperature, it was extracted with CH2Cl2 (200 mL×2), ...